Dataset: the Open Reaction Database (ORD), a public repository of structured organic reaction records. Task: describe an organic reaction: reactants, conditions, products, and yield Starting materials: C(C)(C)C1=C(C(=CC=C1)C(C)C)O (2,6-diisopropyl phenol), [OH-].[Na+] (sodium hydroxide), OC1=CC=C(C(=O)O)C=C1 (p-hydroxy benzoic acid), OC1=CC=C(C(=O)O)C=C1 (p-hydroxy benzoic acid). Yields the product OC1=C(C=C(C(=O)O)C=C1C(C)C)C(C)C (4-hydroxy-3,5-diisopropylbenzoic acid). RXN SMILES: [CH:1]([C:4]1[CH:9]=[CH:8][CH:7]=[C:6]([CH:10]([CH3:12])[CH3:11])[C:5]=1[OH:13])([CH3:3])[CH3:2].OC1C=CC([C:19]([OH:21])=[O:20])=CC=1.[OH-].[Na+]>>[OH:13][C:5]1[C:4]([CH:1]([CH3:3])[CH3:2])=[CH:9][C:8]([C:19]([OH:21])=[O:20])=[CH:7][C:6]=1[CH:10]([CH3:12])[CH3:11] |f:2.3|. Procedure: The process for the preparation of highly pure 2,6-diisopropyl phenol (Formula I), comprises reacting p-hydroxy benzoic acid (Formula II) with an alkylating agent in presence of aq. mineral acid at a temperature in the range of 60-65° C. followed by basification with sodium hydroxide to yield crude 4-hydroxy-3,5-diisopropylbenzoic acid (Formula III) including ether impurity 3,5-di(propan-2-yl)-4-(propan-2-yloxy)benzoic acid of Formula V, dimer impurity, 4,4′-oxydibenzoic acid of Formula IV, and ... Reactants: COC(=O)C=1SC(=CC1N1C([C@@](OC[C@H]1C1CCCCC1)(C)CC(CO)O)=O)C#CC(C)(C)C (3-[(2R,5R)-5-Cyclohexyl-2-(2,3-dihydroxy-propyl)-2-methyl-3-oxo-morpholin-4-yl]-5-(3,3-dimethyl-but-1-ynyl)-thiophene-2-carboxylic acid methyl ester), solution, CO (MeOH), O (water), O[Li].O (LiOH.H2O). The solvent is C1CCOC1 (THF), C1CCOC1 (THF). Conditions: time 30 minute. Product: C1(CCCCC1)[C@@H]1CO[C@](C(N1C1=C(SC(=C1)C#CC(C)(C)C)C(=O)O)=O)(C)CC(CO)O (3-[(2R,5R)-5-Cyclohexyl-2-(2,3-dihydroxy-propyl)-2-methyl-3-oxo-morpholin-4-yl]-5-(3,3-dimethyl-but-1-ynyl)-thiophene-2-carboxylic acid). Isolated yield 37.7%. Reaction SMILES: C[O:2][C:3]([C:5]1[S:6][C:7]([C:29]#[C:30][C:31]([CH3:34])([CH3:33])[CH3:32])=[CH:8][C:9]=1[N:10]1[C@H:15]([CH:16]2[CH2:21][CH2:20][CH2:19][CH2:18][CH2:17]2)[CH2:14][O:13][C@@:12]([CH2:23][CH:24]([OH:27])[CH2:25][OH:26])([CH3:22])[C:11]1=[O:28])=[O:4].CO.O.O[Li].O>C1COCC1>[CH:16]1([C@H:15]2[N:10]([C:9]3[CH:8]=[C:7]([C:29]#[C:30][C:31]([CH3:34])([CH3:33])[CH3:32])[S:6][C:5]=3[C:3]([OH:4])=[O:2])[C:11](=[O:28])[C@:12]([CH2:23][CH:24]([OH:27])[CH2:25][OH:26])([CH3:22])[O:13][CH2:14]2)[CH2:17][CH2:18][CH2:19][CH2:20][CH2:21]1 |f:3.4|. Procedure: 3-[(2R,5R)-5-Cyclohexyl-2-(2,3-dihydroxy-propyl)-2-methyl-3-oxo-morpholin-4-yl]-5-(3,3-dimethyl-but-1-ynyl)-thiophene-2-carboxylic acid methyl ester from the previous step was dissolved in 4.0 ml of THF and 0.3 mL of solution was taken out for the reaction. To the stirred solution was added THF (0.3 mL), MeOH (0.3 mL), water (0.3 mL), and LiOH.H2O (25.6 mg, 0.61 mmol, 10.0 equiv) and the resulting solution was stirred at room temperature for 30 minutes. The reaction was quenched by addition of 3... Reactants: Cc1cc([N+](=O)[O-])c(NC(=O)OC(C)(C)C)cc1Cl, C1CCNC1, CS(C)=O. Product: Cc1cc([N+](=O)[O-])c(NC(=O)OC(C)(C)C)cc1N1CCCC1. RXN SMILES: [C:1]([CH3:2])([CH3:3])([CH3:4])[O:5][C:6]([NH:7][c:8]1[c:9]([N+:16](=[O:17])[O-:18])[cH:10][c:11]([CH3:15])[c:12]([Cl:14])[cH:13]1)=[O:19].[CH2:20]1[CH2:21][CH2:22][NH:23][CH2:24]1.[CH3:25][S:26]([CH3:27])=[O:28]>>[C:1]([CH3:2])([CH3:3])([CH3:4])[O:5][C:6]([NH:7][c:8]1[c:9]([N+:16](=[O:17])[O-:18])[cH:10][c:11]([CH3:15])[c:12]([N:23]2[CH2:22][CH2:21][CH2:20][CH2:24]2)[cH:13]1)=[O:19]. The reactants are OCC=1NC=C(N1)C(C)=O (2-hydroxymethyl-4- acetylimidazole), BrBr (bromine). The solvent is Br (hydrobromic acid). Product: Br.OCC=1NC=C(N1)C(CBr)=O (2-hydroxymethyl-4-bromoacetylimidazole hydrobromide). Isolated yield 112.8%. As a reaction SMILES: [OH:1][CH2:2][C:3]1[NH:4][CH:5]=[C:6]([C:8](=[O:10])[CH3:9])[N:7]=1.[Br:11]Br>Br>[BrH:11].[OH:1][CH2:2][C:3]1[NH:4][CH:5]=[C:6]([C:8](=[O:10])[CH2:9][Br:11])[N:7]=1 |f:3.4|. Reported procedure: 1.826 g (0.013 mol) of 2-hydroxymethyl-4- acetylimidazole was dissolved in 40 ml of 48% hydrobromic acid and 2.1 g (0.013 mol) of bromine was added. The reaction was warmed at 80° for 2 hours and then concentrated in vacuo to a solid. This material was triturated with isopropylether and the resultant solid was collected by filtration and was washed with ether and dried to give 2.2 g (56%) of 2-hydroxymethyl-4-bromoacetylimidazole hydrobromide, mp 183° with decomposition. nmr (DMSO-d6) (δ): 8.8 (... The reactants are [Cl-].[NH4+] (ammonium chloride), [Mg] (magnesium), C1CCOC1 (THF), BrC=1C=C2C=CC=3OC=CC3C2=CC1 (7-bromonaphtho[2,1-b]furan), C(=O)C=1N=CN(C1)C(C1=CC=CC=C1)(C1=CC=CC=C1)C1=CC=CC=C1 (4-formyl-1-trityl-1H-imidazole), C1CCOC1 (THF). Run at temperature 0 celsius. Yields the product N1C=NC(=C1)C(C(C)C)(O)C=1C=C2C=CC=3OC=CC3C2=CC1 (1-(1H-Imidazol-4-yl)-1-(naphtho[2,1-b]furan-7-yl)-2-methyl-1-propanol). Reaction SMILES: [Mg].Br[C:3]1[CH:4]=[C:5]2[C:13](=[CH:14][CH:15]=1)[C:12]1[CH:11]=[CH:10][O:9][C:8]=1[CH:7]=[CH:6]2.[CH:16]([C:18]1[N:19]=[CH:20][N:21](C(C2C=CC=CC=2)(C2C=CC=CC=2)C2C=CC=CC=2)[CH:22]=1)=[O:17].[Cl-].[NH4+].[CH2:44]1[CH2:48]OC[CH2:45]1>>[NH:21]1[CH:22]=[C:18]([C:16]([C:3]2[CH:4]=[C:5]3[C:13](=[CH:14][CH:15]=2)[C:12]2[CH:11]=[CH:10][O:9][C:8]=2[CH:7]=[CH:6]3)([OH:17])[CH:44]([CH3:48])[CH3:45])[N:19]=[CH:20]1 |f:3.4|. Procedure: Iodomethyl (0.05 mL) was added to mixture THF (5 mL) and magnesium (turnings, 0.719 g) with stirring. 7-bromonaphtho[2,1-b]furan (6.09 g) was added and the mixture was refluxed for 2 h. The resulting mixture was cooled to 0° C. and a solution of 4-formyl-1-trityl-1H-imidazole (4.71 g) in THF (40 mL) was added. The mixture was stirred at room temperature for 1 h and aq. ammonium chloride was added. The mixture was extracted with ethyl acetate, dried and concentrated. The residue was chromatograph... The reactants are NCCC(C)P(OCC(C)C)(=O)C (isobutyl P-(4-aminobut-2-yl)-P-methyl-phosphinate). Run in Cl (hydrochloric acid). Yields the product NCCC(C)P(O)(=O)C (P-(4-aminobut-2-yl)-P-methyl-phosphinic acid), 3P. Reaction SMILES: [NH2:1][CH2:2][CH2:3][CH:4]([P:6]([CH3:13])(=[O:12])[O:7]CC(C)C)[CH3:5]>Cl>[NH2:1][CH2:2][CH2:3][CH:4]([P:6]([CH3:13])(=[O:7])[OH:12])[CH3:5]. Procedure: A solution of 21.5 g of isobutyl P-(4-aminobut-2-yl)-P-methyl-phosphinate in 80 ml of 36% aqueous hydrochloric acid is heated to reflux for a period of 10 hours. The reaction mixture is then allowed to cool to room temperature, concentrated under reduced pressure, and co-evaporated twice with 100 ml of water. The crude material is dissolved in water, washed with chloroform, and the aqueous layer treated with activated charcoal. The aqueous solution is filtered hot, evaporated to dryness, the cru... Reactants: S(=O)(Cl)Cl (Thionyl chloride), C(#N)C1=CC=C(C=C1)CC(=O)O (2-(4-cyanophenyl)acetic acid), CO (MeOH). Run at time 30 minute. The product is COC(CC1=CC=C(C=C1)C#N)=O ((4-cyano-phenyl)-acetic acid methylester). RXN SMILES: S(Cl)(Cl)=O.[C:5]([C:7]1[CH:12]=[CH:11][C:10]([CH2:13][C:14]([OH:16])=[O:15])=[CH:9][CH:8]=1)#[N:6].[CH3:17]O>>[CH3:17][O:15][C:14](=[O:16])[CH2:13][C:10]1[CH:9]=[CH:8][C:7]([C:5]#[N:6])=[CH:12][CH:11]=1. Procedure: Thionyl chloride (1.1 mL, 15.07 mmol) was added to cool MeOH (70 mL) at 0° C. After 5 min 2-(4-cyanophenyl)acetic acid (1 g, 6.21 mmol) was added. After 30 min, cooling was removed and the mixture stirred for 21 h at RT. The solvent was removed and toluene was added and evaporated 3 times to give a sticky yellow solid. The product was used crude for the next step.